From a dataset of the Open Reaction Database (ORD), a public repository of structured organic reaction records. describe an organic reaction: reactants, conditions, products, and yield The reactants are COC=C1C(=O)NC(=O)c2ccc(Br)cc21, CN(C)C=O, Nc1ccc(-c2c[nH]cn2)cc1. Product: O=C1NC(=O)c2ccc(Br)cc2C1=CNc1ccc(-c2c[nH]cn2)cc1. RXN SMILES: [Br:1][c:2]1[cH:3][c:4]2[c:9]([cH:10][cH:11]1)[C:8](=[O:12])[NH:7][C:6](=[O:13])[C:5]2=[CH:14][O:15][CH3:16].[CH3:29][N:30]([CH3:31])[CH:32]=[O:33].[nH:17]1[cH:18][n:19][c:20](-[c:22]2[cH:23][cH:24][c:25]([NH2:26])[cH:27][cH:28]2)[cH:21]1>>[Br:1][c:2]1[cH:3][c:4]2[c:9]([cH:10][cH:11]1)[C:8](=[O:12])[NH:7][C:6](=[O:13])[C:5]2=[CH:14][NH:26][c:25]1[cH:24][cH:23][c:22](-[c:20]2[n:19][cH:18][nH:17][cH:21]2)[cH:28][cH:27]1. Reactants: C(C1=CC=CC=C1)OC(=O)N[C@H](C(CO[Si](C)(C)C(C)(C)C)O)CC1=CC=CC=C1 ((2RS,3S)-3-(benzyloxycarbonyl)amino-1-(tert-butyldimethylsilyl)oxy-4-phenyl-2-butanol). The reagents and catalysts are [C].[Pd] (Palladium-carbon). The solvent is CO (methanol). Product: N[C@H](C(CO[Si](C)(C)C(C)(C)C)O)CC1=CC=CC=C1 ((2RS,3S)-3-Amino-1-(tert-butyldimethylsilyl)oxy-4-phenyl-2-butanol). RXN SMILES: C(OC([NH:11][C@@H:12]([CH2:24][C:25]1[CH:30]=[CH:29][CH:28]=[CH:27][CH:26]=1)[CH:13]([OH:23])[CH2:14][O:15][Si:16]([C:19]([CH3:22])([CH3:21])[CH3:20])([CH3:18])[CH3:17])=O)C1C=CC=CC=1>CO.[C].[Pd]>[NH2:11][C@@H:12]([CH2:24][C:25]1[CH:26]=[CH:27][CH:28]=[CH:29][CH:30]=1)[CH:13]([OH:23])[CH2:14][O:15][Si:16]([C:19]([CH3:22])([CH3:21])[CH3:20])([CH3:18])[CH3:17] |f:2.3|. Procedure: 5% Palladium-carbon (130 mg) is added to a solution of (2RS,3S)-3-(benzyloxycarbonyl)amino-1-(tert-butyldimethylsilyl)oxy-4-phenyl-2-butanol (130 mg, Reference compound No. 15-1) in methanol (5 ml), and the mixture is stirred under a hydrogen atmosphere (1 atm) for three hours. The reaction mixture is filtered to remove the catalyst. The filtrate is concentrated under reduced pressure to give the titled reference compound (89.2 mg). The reactants are CCN1C(=O)N(c2ccc(F)c([N+](=O)[O-])c2)Cc2cnc(SC)nc21, CCOC(C)=O, CO. Yields the product CCN1C(=O)N(c2ccc(F)c(N)c2)Cc2cnc(SC)nc21. RXN SMILES: [CH2:1]([CH3:2])[N:3]1[C:4](=[O:25])[N:5]([c:15]2[cH:16][c:17]([N+:22]([O-:23])=[O:24])[c:18]([F:21])[cH:19][cH:20]2)[CH2:6][c:7]2[c:8]1[n:9][c:10]([S:13][CH3:14])[n:11][cH:12]2.[CH3:26][CH2:27][O:28][C:29](=[O:30])[CH3:31].[CH3:32][OH:33]>>[CH2:1]([CH3:2])[N:3]1[C:4](=[O:25])[N:5]([c:15]2[cH:16][c:17]([NH2:22])[c:18]([F:21])[cH:19][cH:20]2)[CH2:6][c:7]2[c:8]1[n:9][c:10]([S:13][CH3:14])[n:11][cH:12]2. Reactants: [OH-].[Na+] (sodium hydroxide), BrCC1=CC=C(C=C1)F (1-(Bromomethyl)-4-fluorobenzene), FC1=CC=C(C=C1)C=1C(C(=CNC1)C(=O)OCC)=O (ethyl 5-(4-fluorophenyl)-4-oxo-1,4-dihydropyridine-3-carboxylate), C([O-])([O-])=O.[Cs+].[Cs+] (cesium carbonate), Cl (hydrochloric acid). Solvent: CN(C)C=O (DMF), O (water). Run at time 8 hour. The product is FC1=CC=C(CN2C=C(C(C(=C2)C2=CC=C(C=C2)F)=O)C(=O)O)C=C1 (1-(4-Fluorobenzyl)-5-(4-fluorophenyl)-4-oxo-1,4-dihydropyridine-3-carboxylic acid). RXN SMILES: Br[CH2:2][C:3]1[CH:8]=[CH:7][C:6]([F:9])=[CH:5][CH:4]=1.[F:10][C:11]1[CH:16]=[CH:15][C:14]([C:17]2[C:18](=[O:28])[C:19]([C:23]([O:25]CC)=[O:24])=[CH:20][NH:21][CH:22]=2)=[CH:13][CH:12]=1.C(=O)([O-])[O-].[Cs+].[Cs+].[OH-].[Na+].Cl>CN(C=O)C.O>[F:9][C:6]1[CH:7]=[CH:8][C:3]([CH2:2][N:21]2[CH:22]=[C:17]([C:14]3[CH:13]=[CH:12][C:11]([F:10])=[CH:16][CH:15]=3)[C:18](=[O:28])[C:19]([C:23]([OH:25])=[O:24])=[CH:20]2)=[CH:4][CH:5]=1 |f:2.3.4,5.6|. Procedure details: 1-(Bromomethyl)-4-fluorobenzene (122 μl) was added to a suspension of ethyl 5-(4-fluorophenyl)-4-oxo-1,4-dihydropyridine-3-carboxylate (200 mg) and cesium carbonate (499 mg) in DMF (4 ml) at room temperature. The reaction mixture was stirred at room temperature overnight. A 1 N aqueous sodium hydroxide solution (4 ml) was added to the reaction mixture at room temperature. The reaction mixture was stirred at room temperature for two hours. A 1 N aqueous hydrochloric acid solution and water were a... Reactants: FC1=CC2=C(N=C(N2)SCC2=NC=CC(=C2C)OC)C=C1F (5,6-difluoro-2-[[(4-methoxy 3-methyl-2-pyridyl)methyl]thio]benzimidazole), C([O-])([O-])=O.[K+].[K+] (potassium carbonate), C([O-])(O)=O.[Na+] (sodium bicarbonate), ClC1=CC(=CC=C1)C(=O)OO (m-chloroperbenzoic acid). Run in C(Cl)Cl (methylene chloride), CO (methanol), O (water). Run at time 5 minute. The product is N1=CNC2=C1C=CC=C2 (benzimidazole). RXN SMILES: F[C:2]1[C:21](F)=[CH:20][C:5]2[N:6]=[C:7](SCC3C(C)=C(OC)C=CN=3)[NH:8][C:4]=2[CH:3]=1.C(=O)([O-])[O-].[K+].[K+].ClC1C=CC=C(C(OO)=O)C=1.C(=O)(O)[O-].[Na+]>C(Cl)Cl.CO.O>[N:6]1[C:5]2[CH:20]=[CH:21][CH:2]=[CH:3][C:4]=2[NH:8][CH:7]=1 |f:1.2.3,5.6|. Reported procedure: A solution of 13.7 g of 5,6-difluoro-2-[[(4-methoxy 3-methyl-2-pyridyl)methyl]thio]benzimidazole in 800 ml of methylene chloride and 130 ml of methanol was treated with 6.9 g of potassium carbonate. 9.6 g of m-chloroperbenzoic acid were added thereto at -30°, whereupon the solution was stirred for a further 5 minutes and subsequently poured into a mixture of 200 ml of saturated sodium bicarbonate solution and 200 ml of water. The separated organic phase was dried over sodium sulfate, treated wit...